describe an organic reaction: reactants, conditions, products, and yield From a dataset of the Open Reaction Database (ORD), a public repository of structured organic reaction records. Reactants: CC1(C)CC(Nc2nccc(-c3ccc(CCC(=O)O)cc3)n2)CC(C)(C)N1, CO, N, O=S(Cl)Cl. Yields the product CC1(C)CC(Nc2nccc(-c3ccc(CCC(N)=O)cc3)n2)CC(C)(C)N1. Reaction SMILES: [CH3:1][C:2]1([CH3:28])[NH:3][C:4]([CH3:26])([CH3:27])[CH2:5][CH:6]([NH:8][c:9]2[n:10][cH:11][cH:12][c:13](-[c:15]3[cH:16][cH:17][c:18]([CH2:21][CH2:22][C:23](=[O:24])[OH:25])[cH:19][cH:20]3)[n:14]2)[CH2:7]1.[CH3:34][OH:35].[NH3:33].[S:29]([Cl:30])([Cl:31])=[O:32]>>[CH3:1][C:2]1([CH3:28])[NH:3][C:4]([CH3:26])([CH3:27])[CH2:5][CH:6]([NH:8][c:9]2[n:10][cH:11][cH:12][c:13](-[c:15]3[cH:16][cH:17][c:18]([CH2:21][CH2:22][C:23](=[O:25])[NH2:33])[cH:19][cH:20]3)[n:14]2)[CH2:7]1. Starting materials: O=C([O-])O, C[Zn]C, Cc1cc(C#Cc2cn(-c3cncc(Cl)n3)c(C)n2)ccn1, [Na+], C1CCOC1. Product: Cc1cc(C#Cc2cn(-c3cncc(C)n3)c(C)n2)ccn1. RXN SMILES: [C:26](=[O:27])([OH:28])[O-:29].[CH3:23][Zn:24][CH3:25].[Cl:1][c:2]1[n:3][c:4](-[n:8]2[c:9]([CH3:22])[n:10][c:11]([C:13]#[C:14][c:15]3[cH:16][c:17]([CH3:21])[n:18][cH:19][cH:20]3)[cH:12]2)[cH:5][n:6][cH:7]1.[Na+:30].[O:31]1[CH2:32][CH2:33][CH2:34][CH2:35]1>>[c:2]1([CH3:23])[n:3][c:4](-[n:8]2[c:9]([CH3:22])[n:10][c:11]([C:13]#[C:14][c:15]3[cH:16][c:17]([CH3:21])[n:18][cH:19][cH:20]3)[cH:12]2)[cH:5][n:6][cH:7]1.